Dataset: the Open Reaction Database (ORD), a public repository of structured organic reaction records. Task: describe an organic reaction: reactants, conditions, products, and yield The reactants are OC=1C=C(C(=O)O)C=CC1 (3-hydroxybenzoic acid), ON1C(CCC1=O)=O (N-hydroxysuccinimide), C1(CCCCC1)N=C=NC1CCCCC1 (1,3-dicyclohexylcarbodiimide), C(=O)(NC1CCCCC1)NC1CCCCC1 (dicyclohexylurea). The solvent is C(C)(=O)OCC (ethyl acetate), C(C)(=O)O (acetic acid). Reaction conditions: time 1 minute. Yields the product OC=1C=C(C(=O)ON2C(CCC2=O)=O)C=CC1 (3-hydroxybenzoic acid, succinimidyl ester). Reaction SMILES: C1(N=C=NC2CCCCC2)CCCCC1.[OH:16][C:17]1[CH:18]=[C:19]([CH:23]=[CH:24][CH:25]=1)[C:20]([OH:22])=[O:21].O[N:27]1[C:31](=[O:32])[CH2:30][CH2:29][C:28]1=[O:33].C(NC1CCCCC1)(NC1CCCCC1)=O>C(OCC)(=O)C.C(O)(=O)C>[OH:16][C:17]1[CH:18]=[C:19]([CH:23]=[CH:24][CH:25]=1)[C:20]([O:22][N:27]1[C:31](=[O:32])[CH2:30][CH2:29][C:28]1=[O:33])=[O:21]. Procedure: As illustrated in Scheme 1 below, 1,3-dicyclohexylcarbodiimide (82 mg, 0.40 mmol) was added to a solution of 3-hydroxybenzoic acid (50 mg, 0.36 mmol) and N-hydroxysuccinimide (46 mg, 0.40 mmol) in ethyl acetate (1 mL). After 1 minute, crystals of dicyclohexylurea appeared. The next day, acetic acid (20 μL) was added. The mixture was filtered through glass wool, washed with dilute HCl (1N) and dried over Na2SO4. The solution was concentrated to a white solid. Thin layer chromatography on silica g... Reactants: COC(NC(C(C)C)C(=O)N1C(CCC1)C=1NC(=CN1)C1=CC=C(C=C1)C1=CC=C(C=C1)C(CNC(=O)OC(C)(C)C)=O)=O ([1-(2-{5-[4′-(2-tert-butoxycarbonylamino-acetyl)-biphenyl-4-yl]-1H-imidazol-2-yl}-pyrrolidine-1-carbonyl)-2-methyl-propyl]-carbamic acid methyl ester), C(C)(C)(C)OC(NC1C(N(CCC1)CC=1NC(=CN1)C1=CC=C(C=C1)C1=CC=C(C=C1)C=1NC(=NC1)C1N(CCC1)C(C(C(C)C)NC(=O)OC)=O)=O)=O ({1-[5-(4′-{2-[1-(2-methoxycarbonylamino-3-methyl-butyryl)-pyrrolidin-2-yl]-3H-imidazol-4-yl}-biphenyl-4-yl)-1H-imidazol-2-ylmethyl]-2-oxo-piperidin-3-yl}-carbamic acid tert-butyl ester). The product is COC(NC(C(C)C)C(=O)N1C(CCC1)C=1NC(=CN1)C1=CC=C(C=C1)C1=CC=C(C=C1)C(CN)=O)=O ([1-(2-{5-[4′-(2-Amino-acetyl)-biphenyl-4-yl]-1H-imidazol-2-yl}-pyrrolidine-1-carbonyl)-2-methyl-propyl]-carbamic acid methyl ester). RXN SMILES: [CH3:1][O:2][C:3](=[O:44])[NH:4][CH:5]([C:9]([N:11]1[CH2:15][CH2:14][CH2:13][CH:12]1[C:16]1[NH:17][C:18]([C:21]2[CH:26]=[CH:25][C:24]([C:27]3[CH:32]=[CH:31][C:30]([C:33](=[O:43])[CH2:34][NH:35]C(OC(C)(C)C)=O)=[CH:29][CH:28]=3)=[CH:23][CH:22]=2)=[CH:19][N:20]=1)=[O:10])[CH:6]([CH3:8])[CH3:7].C(OC(=O)NC1CCCN(CC2NC(C3C=CC(C4C=CC(C5NC(C6CCCN6C(=O)C(NC(OC)=O)C(C)C)=NC=5)=CC=4)=CC=3)=CN=2)C1=O)(C)(C)C>>[CH3:1][O:2][C:3](=[O:44])[NH:4][CH:5]([C:9]([N:11]1[CH2:15][CH2:14][CH2:13][CH:12]1[C:16]1[NH:17][C:18]([C:21]2[CH:26]=[CH:25][C:24]([C:27]3[CH:32]=[CH:31][C:30]([C:33](=[O:43])[CH2:34][NH2:35])=[CH:29][CH:28]=3)=[CH:23][CH:22]=2)=[CH:19][N:20]=1)=[O:10])[CH:6]([CH3:8])[CH3:7]. Reported procedure: [1-(2-{5-[4′-(2-Amino-acetyl)-biphenyl-4-yl]-1H-imidazol-2-yl}-pyrrolidine-1-carbonyl)-2-methyl-propyl]-carbamic acid methyl ester was prepared using method 804 substituting [1-(2-{5-[4′-(2-tert-butoxycarbonylamino-acetyl)-biphenyl-4-yl]-1H-imidazol-2-yl}-pyrrolidine-1-carbonyl)-2-methyl-propyl]-carbamic acid methyl ester for {1-[5-(4′-{2-[1-(2-methoxycarbonylamino-3-methyl-butyryl)-pyrrolidin-2-yl]-3H-imidazol-4-yl}-biphenyl-4-yl)-1H-imidazol-2-ylmethyl]-2-oxo-piperidin-3-yl}-carbamic acid tert... Starting materials: O=C([O-])[O-], COc1cccc(O)c1, CN(C)C=O, Cl, Cn1c(C(F)(F)F)cc(=O)n(-c2cc(F)c([N+](=O)[O-])cc2F)c1=O, [K+], [K+], O. Yields the product COc1cccc(Oc2cc(-n3c(=O)cc(C(F)(F)F)n(C)c3=O)c(F)cc2[N+](=O)[O-])c1. As a reaction SMILES: [C:10](=[O:11])([O-:12])[O-:13].[CH3:1][O:2][c:3]1[cH:4][cH:5][cH:6][c:7]([OH:8])[cH:9]1.[CH3:42][N:43]([CH3:44])[CH:45]=[O:46].[ClH:40].[F:16][c:17]1[c:18]([N+:37](=[O:38])[O-:39])[cH:19][c:20]([F:36])[c:21](-[n:23]2[c:24](=[O:35])[n:25]([CH3:34])[c:26]([C:30]([F:31])([F:32])[F:33])[cH:27][c:28]2=[O:29])[cH:22]1.[K+:14].[K+:15].[OH2:41]>>[CH3:1][O:2][c:3]1[cH:4][cH:5][cH:6][c:7]([O:8][c:17]2[c:18]([N+:37](=[O:38])[O-:39])[cH:19][c:20]([F:36])[c:21](-[n:23]3[c:24](=[O:35])[n:25]([CH3:34])[c:26]([C:30]([F:31])([F:32])[F:33])[cH:27][c:28]3=[O:29])[cH:22]2)[cH:9]1.